This data is from the Open Reaction Database (ORD), a public repository of structured organic reaction records. The task is: describe an organic reaction: reactants, conditions, products, and yield The reactants are C1(=CC=CC=C1)CCCC(CCCC1=CC=CC=C1)NC(CN(C)C(=O)C1CCNCC1)=O (N-(piperidine-4-carbonyl)-(N-methyl)-2-aminoacetic acid [4-phenyl-1-(3-phenyl-propyl)-butyl]-amide), O1[C@H](C1)COC1=C2C=CC=NC2=CC=C1 ((R)-5-oxiranylmethoxy-quinoline). The solvent is C(C)O (ethanol). The product is C1(=CC=CC=C1)CCCC(CCCC1=CC=CC=C1)NC(CN(C)C(=O)C1CCN(CC1)C[C@H](COC1=C2C=CC=NC2=CC=C1)O)=O (N-{1-[2-(R)-hydroxy-3-(quinolin-5-yloxy)-propyl]piperidine-4-carbonyl}-(N-methyl)-2-aminoacetic acid [4-phenyl-1-(3-phenyl-propyl)-butyl]-amide). Yield: 34.0%. Reaction SMILES: [C:1]1([CH2:7][CH2:8][CH2:9][CH:10]([NH:20][C:21](=[O:33])[CH2:22][N:23]([C:25]([CH:27]2[CH2:32][CH2:31][NH:30][CH2:29][CH2:28]2)=[O:26])[CH3:24])[CH2:11][CH2:12][CH2:13][C:14]2[CH:19]=[CH:18][CH:17]=[CH:16][CH:15]=2)[CH:6]=[CH:5][CH:4]=[CH:3][CH:2]=1.[O:34]1[CH2:36][C@@H:35]1[CH2:37][O:38][C:39]1[CH:48]=[CH:47][CH:46]=[C:45]2[C:40]=1[CH:41]=[CH:42][CH:43]=[N:44]2>C(O)C>[C:14]1([CH2:13][CH2:12][CH2:11][CH:10]([NH:20][C:21](=[O:33])[CH2:22][N:23]([C:25]([CH:27]2[CH2:28][CH2:29][N:30]([CH2:36][C@@H:35]([OH:34])[CH2:37][O:38][C:39]3[CH:48]=[CH:47][CH:46]=[C:45]4[C:40]=3[CH:41]=[CH:42][CH:43]=[N:44]4)[CH2:31][CH2:32]2)=[O:26])[CH3:24])[CH2:9][CH2:8][CH2:7][C:1]2[CH:2]=[CH:3][CH:4]=[CH:5][CH:6]=2)[CH:15]=[CH:16][CH:17]=[CH:18][CH:19]=1. Procedure details: N-(Piperidine-4-carbonyl)-(N-methyl)-2-aminoacetic acid [4-phenyl-1-(3-phenyl-propyl)-butyl]-amide (68) (223.5 mg; 0.497 mmol) is dissolved in ethanol (12 mL) at ambient temperature. (R)-5-Oxiranylmethoxy-quinoline (2) (100.0 mg; 0.497 mmol) is added, then the mixture is refluxed for 15.5 hours. After cooling to ambient temperature, the solution is concentrated in vacuo at 40° C. The residue is purified via silica gel chromatography with gradient elution (50%→100% acetone in hexanes, then 5%→20%...